This data is from the Open Reaction Database (ORD), a public repository of structured organic reaction records. The task is: describe an organic reaction: reactants, conditions, products, and yield Reactants: [I-].NC1=CC=C2CC[N+](=CC2=C1)C ((±) 7-Amino-2-methyl-3,4-dihydroisoquinolinium iodide), O (water), C[Mg]Cl (methyl magnesium chloride), solution. The solvent is O1CCCC1 (tetrahydrofuran), C1CCOC1 (THF). Run at temperature -78 celsius, time 18 hour. Yields the product NC1=CCC2CCN(C(C2=C1)C)C ((±) 7-Amino-1,2-dimethyl-tetrahydroisoquinoline). Isolated yield 98.0%. Reaction SMILES: [I-].[NH2:2][C:3]1[CH:12]=[C:11]2[C:6]([CH2:7][CH2:8][N+:9]([CH3:13])=[CH:10]2)=[CH:5][CH:4]=1.[CH3:14][Mg]Cl.O>O1CCCC1>[NH2:2][C:3]1[CH:12]=[C:11]2[CH:6]([CH2:7][CH2:8][N:9]([CH3:13])[CH:10]2[CH3:14])[CH2:5][CH:4]=1 |f:0.1|. Reported procedure: (±) 7-Amino-2-methyl-3,4-dihydroisoquinolinium iodide (0.50 g, 1.7 mmol) was suspended in anhydrous tetrahydrofuran (50 ml) and cooled to −78° C. The cooled solution was treated with methyl magnesium chloride (2.14 ml of a 3M solution in THF, 6.96 mmol), added as a single portion. The reaction was allowed to reach 25° C. over 18 h before being poured into water (50 ml). The organic solvent was removed in vacuo and the organic product extracted into dichloromethane. Drying over magnesium sulfate ...